From a dataset of the Open Reaction Database (ORD), a public repository of structured organic reaction records. describe an organic reaction: reactants, conditions, products, and yield Yield: 87.4%. The solvent is C(C)O (ethanol). Procedure details: A solution of 2-amino-3,5-dibromopyrazine (obtained as described in Gazz. Chim. Ital., 1960, 90, 1807) (1.26 g) and sodium ethoxide (0.4 g) in ethanol (50 ml) was heated under reflux for 4 hours. Volatile material was removed by evaporation and the residue was partitioned between water (20 ml) and ethyl acetate (50 ml). The organic layer was separated and dried (MgSO4). Volatile material was removed by evaporation to give 2-amino-5-bromo-3-ethoxypyrazine (0.95 g); 1H NMR (d6 -DMSO): 1.4 (t, 3H),... As a reaction SMILES: [NH2:1][C:2]1[C:7](Br)=[N:6][C:5]([Br:9])=[CH:4][N:3]=1.[O-:10][CH2:11][CH3:12].[Na+]>C(O)C>[NH2:1][C:2]1[C:7]([O:10][CH2:11][CH3:12])=[N:6][C:5]([Br:9])=[CH:4][N:3]=1 |f:1.2|. Starting materials: NC1=NC=C(N=C1Br)Br (2-amino-3,5-dibromopyrazine), [O-]CC.[Na+] (sodium ethoxide). Yields the product NC1=NC=C(N=C1OCC)Br (2-amino-5-bromo-3-ethoxypyrazine). Starting materials: O (water), C([O-])([O-])=O.[Na+].[Na+] (sodium carbonate), BrC=1C=C(C=O)C=CC1F (3-bromo-4-flouro-benzaldehyde), S1C(=CC=C1)B(O)O (thiophene-2-boronic acid). Reagents/catalysts: [Pd].C1(=CC=CC=C1)P(C1=CC=CC=C1)C1=CC=CC=C1.C1(=CC=CC=C1)P(C1=CC=CC=C1)C1=CC=CC=C1.C1(=CC=CC=C1)P(C1=CC=CC=C1)C1=CC=CC=C1.C1(=CC=CC=C1)P(C1=CC=CC=C1)C1=CC=CC=C1 (tetrakis(triphenylphosphine)-palladium(0)). Run in COCCOC (ethylene glycol dimethyl ether). Yields the product FC1=C(C=C(C=O)C=C1)C=1SC=CC1 (4-fluoro-3-(thiophen-2-yl)-benzaldehyde). Isolated yield 94.6%. As a reaction SMILES: Br[C:2]1[CH:3]=[C:4]([CH:7]=[CH:8][C:9]=1[F:10])[CH:5]=[O:6].[S:11]1[CH:15]=[CH:14][CH:13]=[C:12]1B(O)O.C(=O)([O-])[O-].[Na+].[Na+].O>COCCOC.[Pd].C1(P(C2C=CC=CC=2)C2C=CC=CC=2)C=CC=CC=1.C1(P(C2C=CC=CC=2)C2C=CC=CC=2)C=CC=CC=1.C1(P(C2C=CC=CC=2)C2C=CC=CC=2)C=CC=CC=1.C1(P(C2C=CC=CC=2)C2C=CC=CC=2)C=CC=CC=1>[F:10][C:9]1[CH:8]=[CH:7][C:4]([CH:5]=[O:6])=[CH:3][C:2]=1[C:12]1[S:11][CH:15]=[CH:14][CH:13]=1 |f:2.3.4,7.8.9.10.11|. Procedure: Ex-20A: A solution of 3-bromo-4-flouro-benzaldehyde (5.0 g, 24.6 mmol) and thiophene-2-boronic acid (4.7 g, 37.0 mmol) in ethylene glycol dimethyl ether (100 mL) was stirred at room temperature under nitrogen for 15 min. Then tetrakis(triphenylphosphine)-palladium(0) (2.8 g, 2.42 mmol) and a sodium carbonate solution (2 M, 33 mL) were added, and the resulting mixture was refluxed under nitrogen overnight. Upon cooling to room temperature the reaction was poured into water (100 mL) and extracted ... Reactants: BrC1=CC(=CC2=C1NC(=N2)Cl)C(F)(F)F (7-bromo-2-chloro-5-trifluoromethyl-1H-benzoimidazole), ClC=1C=C(C=NC1N1C[C@H](NCC1)C)CO ({5-chloro-6-[(3R)-3-methyl-piperazin-1-yl]-pyridin-3-yl}-methanol). The solvent is O1CCOCC1 (dioxane). The product is BrC1=CC(=CC2=C1NC(=N2)N2[C@@H](CN(CC2)C2=C(C=C(C=N2)CO)Cl)C)C(F)(F)F ({6-[(3R)-4-(7-Bromo-5-trifluoromethyl-1H-benzoimidazol-2-yl)-3-methyl-piperazin-1-yl]-5-chloro-pyridin-3-yl}-methanol). RXN SMILES: [Br:1][C:2]1[C:7]2[NH:8][C:9](Cl)=[N:10][C:6]=2[CH:5]=[C:4]([C:12]([F:15])([F:14])[F:13])[CH:3]=1.[Cl:16][C:17]1[CH:18]=[C:19]([CH2:30][OH:31])[CH:20]=[N:21][C:22]=1[N:23]1[CH2:28][CH2:27][NH:26][C@H:25]([CH3:29])[CH2:24]1>O1CCOCC1>[Br:1][C:2]1[C:7]2[NH:8][C:9]([N:26]3[CH2:27][CH2:28][N:23]([C:22]4[N:21]=[CH:20][C:19]([CH2:30][OH:31])=[CH:18][C:17]=4[Cl:16])[CH2:24][C@H:25]3[CH3:29])=[N:10][C:6]=2[CH:5]=[C:4]([C:12]([F:15])([F:14])[F:13])[CH:3]=1. Procedure details: A mixture of 7-bromo-2-chloro-5-trifluoromethyl-1H-benzoimidazole (96 mg, 0.32 mmol, Example 6b) and {5-chloro-6-[(3R)-3-methyl-piperazin-1-yl]-pyridin-3-yl}-methanol (96 mg, 0.4 mmol, Example 150a) in dioxane (2 mL) reacted under the conditions of Example 3c to give the title compound. MS (ESI, pos. ion) m/z: 506 (M+1). Reactants: [Bi] (bismuth), C(C=1C(O)=CC(O)=CC1)(=O)O (β-resorcylic acid). Reaction conditions: temperature 50 celsius, time 5 hour. Product: C(C=1C(O)=CC(O)=CC1)(=O)[O-].[Bi+3].C(C=1C(O)=CC(O)=CC1)(=O)[O-].C(C=1C(O)=CC(O)=CC1)(=O)[O-] (bismuth β-resorcylate). Reaction SMILES: [Bi:1].[C:2]([OH:12])(=[O:11])[C:3]1[C:4](=[CH:6][C:7](=[CH:9][CH:10]=1)[OH:8])[OH:5]>>[C:2]([O-:12])(=[O:11])[C:3]1[C:4](=[CH:6][C:7](=[CH:9][CH:10]=1)[OH:8])[OH:5].[Bi+3:1].[C:2]([O-:12])(=[O:11])[C:3]1[C:4](=[CH:6][C:7](=[CH:9][CH:10]=1)[OH:8])[OH:5].[C:2]([O-:12])(=[O:11])[C:3]1[C:4](=[CH:6][C:7](=[CH:9][CH:10]=1)[OH:8])[OH:5] |f:2.3.4.5|. Procedure: In this process the β-resorcylic acid is dissolved in the hydroalcoholic medium with an increase in the temperature to a temperature of between approximately 40° C. and approximately 60° C., preferably approximately 50° C., and then a bismuth compound is added with stirring; the temperature is raised to a temperature of between approximately 70° C. and approximately 90° C., preferably approximately 80° C., allowing the reaction to continue, advantageously for between 2 and 15 hours, preferably a... Reactants: O (water), solution, sodium bis-(2-methoxyethoxy)-dihydroaluminate, FC1=CC=C(C=C1)C1=C(C(=NC(=C1C(=O)OC)C)C(C)C)C(=O)OCC (3-Ethyl 5-methyl 4-(4-fluorophenyl)-2-isopropyl-6-methylpyridine-3,5-dicarboxylate). Solvent: C1(=CC=CC=C1)C (toluene), O1CCCC1 (tetrahydrofuran). Reaction conditions: time 30 minute. Product: FC1=CC=C(C=C1)C1=C(C(=NC(=C1CO)C)C(C)C)C(=O)OCC (Ethyl 4-(4-fluorophenyl)-5-hydroxymethyl-2-isopropyl-6-methylpyridine-3-carboxylate). As a reaction SMILES: [F:1][C:2]1[CH:7]=[CH:6][C:5]([C:8]2[C:13]([C:14](OC)=[O:15])=[C:12]([CH3:18])[N:11]=[C:10]([CH:19]([CH3:21])[CH3:20])[C:9]=2[C:22]([O:24][CH2:25][CH3:26])=[O:23])=[CH:4][CH:3]=1.O>C1(C)C=CC=CC=1.O1CCCC1>[F:1][C:2]1[CH:3]=[CH:4][C:5]([C:8]2[C:13]([CH2:14][OH:15])=[C:12]([CH3:18])[N:11]=[C:10]([CH:19]([CH3:20])[CH3:21])[C:9]=2[C:22]([O:24][CH2:25][CH3:26])=[O:23])=[CH:6][CH:7]=1. Procedure details: 26.5 ml (92.75 mmol) of a 3.5 molar solution of sodium bis-(2-methoxyethoxy)-dihydroaluminate in toluene are added under nitrogen to a solution of 9.5 g (26.5 mmol) of the compound from Example 19 in 200 ml of absolute tetrahydrofuran at 0° C. and the mixture is stirred for 30 minutes at room temperature. After cooling again to 0° C., 200 ml of water are cautiously added dropwise and the mixture is extracted three times using 150 ml of ethyl acetate each time. The combined organic phases are was... Starting materials: NC1=CC=C(C(=N1)[C@H](CC1=CC(=CC(=C1)F)F)NC(CC1=CNC2=CC=C(C=C12)F)=O)C=1C=CC(=C(C(=O)N)C1)F ((S)-5-(6-amino-2-(2-(3,5-difluorophenyl)-1-(2-(5-fluoro-1H-indol-3-yl)acetamido)ethyl)pyridin-3-yl)-2-fluorobenzamide), NC1=CC=C(C(=N1)C(CC1=CC(=CC(=C1)F)F)NC(CC1=CNC2=CC=C(C=C12)F)=O)Br (N-(1-(6-amino-3-bromopyridin-2-yl)-2-(3,5-difluorophenyl)ethyl)-2-(5-fluoro-1H-indol-3-yl)acetamide), FC(CC=1C=C(C=CC1)B(O)O)(F)F ((3-(2,2,2-trifluoroethyl)phenyl)boronic acid). Product: NC1=CC=C(C(=N1)C(CC1=CC(=CC(=C1)F)F)NC(CC1=CNC2=CC=C(C=C12)F)=O)C1=CC(=CC=C1)OCC(F)(F)F (N-(1-(6-amino-3-(3-(2,2,2-trifluoroethoxy)phenyl)pyridin-2-yl)-2-(3,5-difluorophenyl)ethyl)-2-(5-fluoro-1H-indol-3-yl)acetamide). As a reaction SMILES: [NH2:1][C:2]1[N:7]=[C:6]([C@@H:8]([NH:18][C:19](=[O:31])[CH2:20][C:21]2[C:29]3[C:24](=[CH:25][CH:26]=[C:27]([F:30])[CH:28]=3)[NH:23][CH:22]=2)[CH2:9][C:10]2[CH:15]=[C:14]([F:16])[CH:13]=[C:12]([F:17])[CH:11]=2)[C:5]([C:32]2[CH:33]=[CH:34][C:35](F)=[C:36]([CH:40]=2)C(N)=O)=[CH:4][CH:3]=1.NC1N=C(C(NC(=[O:72])CC2C3C(=CC=C(F)C=3)NC=2)CC2C=C(F)C=C(F)C=2)C(Br)=CC=1.[F:74][C:75]([F:87])([F:86])[CH2:76]C1C=C(B(O)O)C=CC=1>>[NH2:1][C:2]1[N:7]=[C:6]([CH:8]([NH:18][C:19](=[O:31])[CH2:20][C:21]2[C:29]3[C:24](=[CH:25][CH:26]=[C:27]([F:30])[CH:28]=3)[NH:23][CH:22]=2)[CH2:9][C:10]2[CH:11]=[C:12]([F:17])[CH:13]=[C:14]([F:16])[CH:15]=2)[C:5]([C:32]2[CH:33]=[CH:34][CH:35]=[C:36]([O:72][CH2:76][C:75]([F:87])([F:86])[F:74])[CH:40]=2)=[CH:4][CH:3]=1. Procedure details: The title compound was prepared according to the method presented for the synthesis of compound 1H of Example 1 utilizing 1G and (3-(2,2,2-trifluoroethyl)phenyl)boronic acid. 1H NMR (400 MHz, DMSO) δ 10.96 (s, 1H), 7.61-7.55 (m, 3H), 7.30 (dd, J=8.7, 4.6 Hz, 2H), 7.26-7.11 (m, 2H), 7.11-6.95 (m, 4H), 6.87 (t, J=9.4 Hz, 1H), 6.47 (m, 2H), 5.02 (d, J=6.6 Hz, 1H), 4.79-4.61 (m, 2H), 2.91 (m, 2H). MS (m/z) 599.2 [M+H]+.